Dataset: the Open Reaction Database (ORD), a public repository of structured organic reaction records. Task: describe an organic reaction: reactants, conditions, products, and yield As a reaction SMILES: [Cl:1][C:2]1[CH:3]=[C:4]2[C:9](=[C:10]([Cl:12])[CH:11]=1)[CH2:8][N:7]([CH3:13])[CH2:6][CH:5]2[C:14]1[CH:15]=[C:16]([CH:18]=[CH:19][CH:20]=1)[NH2:17].ClC1C=C2C(=C(Cl)C=1)CN(C)CC2C1C=CC(N)=CC=1.[NH2:41][C@@H:42]([CH2:48][CH2:49][C:50]([O:52]CC)=[O:51])[C:43]([O:45]CC)=[O:44].N[C@@H](CC(OC)=O)[C:57](OC)=[O:58]>>[Cl:1][C:2]1[CH:3]=[C:4]2[C:9](=[C:10]([Cl:12])[CH:11]=1)[CH2:8][N:7]([CH3:13])[CH2:6][CH:5]2[C:14]1[CH:15]=[C:16]([NH:17][C:57](=[O:58])[NH:41][C@@H:42]([CH2:48][CH2:49][C:50]([OH:52])=[O:51])[C:43]([OH:45])=[O:44])[CH:18]=[CH:19][CH:20]=1. The product is ClC=1C=C2C(CN(CC2=C(C1)Cl)C)C=1C=C(C=CC1)NC(N[C@H](C(=O)O)CCC(=O)O)=O ((2S)-2-(3-(3-(6,8-dichloro-2-methyl-1,2,3,4-tetrahydroisoquinolin-4-yl)phenyl)ureido)pentanedioic acid). Procedure: Following the procedures outlined in Example 34, substituting 3-(6,8-dichloro-2-methyl-1,2,3,4-tetrahydroisoquinolin-4-yl)aniline (intermediate 31.5) for 4-(6,8-dichloro-2-methyl-1,2,3,4-tetrahydroisoquinolin-4-yl)aniline and (S)-diethyl 2-aminopentanedioate for (S)-dimethyl 2-aminosuccinate gave, after purification by preparative HPLC, the title compound as a TFA salt. 1H-NMR (300 MHz, DMSO-d6, ppm): δ 8.74 (s, 1H), 7.67 (s, 1H), 7.42 (m, 1H), 7.27-7.25 (m, 2H), 6.79 (m, 2H), 6.52-6.49 (m, 1H),... Reactants: ClC=1C=C2C(CN(CC2=C(C1)Cl)C)C=1C=C(N)C=CC1 (3-(6,8-dichloro-2-methyl-1,2,3,4-tetrahydroisoquinolin-4-yl)aniline), N[C@H](C(=O)OC)CC(=O)OC ((S)-dimethyl 2-aminosuccinate), ClC=1C=C2C(CN(CC2=C(C1)Cl)C)C1=CC=C(N)C=C1 (4-(6,8-dichloro-2-methyl-1,2,3,4-tetrahydroisoquinolin-4-yl)aniline), N[C@H](C(=O)OCC)CCC(=O)OCC ((S)-diethyl 2-aminopentanedioate). Starting materials: C=CC(=O)OC1C(OC(C)=O)c2c(cc(OC)c3c(=O)c4cc5ccccc5cc4n(C)c23)OC1(C)C, CC(C)(C)O, C[N+]1([O-])CCOCC1, CC(C)(C)O, [Na+], O=C([O-])O, C1CCOC1, O, O. Yields the product COc1cc2c(c3c1c(=O)c1cc4ccccc4cc1n3C)C(OC(C)=O)C(OC(=O)C(O)CO)C(C)(C)O2. As a reaction SMILES: [C:10]([CH:11]=[CH2:12])(=[O:13])[O:14][CH:15]1[CH:16]([O:43][C:44]([CH3:45])=[O:46])[c:17]2[c:18]3[n:19]([CH3:42])[c:20]4[cH:21][c:22]5[c:23]([cH:24][c:25]4[c:26](=[O:37])[c:27]3[c:28]([O:35][CH3:36])[cH:29][c:30]2[O:31][C:32]1([CH3:33])[CH3:34])[cH:38][cH:39][cH:40][cH:41]5.[C:63]([OH:64])([CH3:65])([CH3:66])[CH3:67].[CH3:2][N+:3]1([O-:4])[CH2:5][CH2:7][O:6][CH2:8][CH2:9]1.[CH3:52][C:53]([OH:54])([CH3:55])[CH3:56].[Na+:51].[O-:47][C:48]([OH:49])=[O:50].[O:58]1[CH2:59][CH2:60][CH2:61][CH2:62]1.[OH2:1].[OH2:57]>>[OH:1][CH:11]([C:10](=[O:13])[O:14][CH:15]1[CH:16]([O:43][C:44]([CH3:45])=[O:46])[c:17]2[c:18]3[n:19]([CH3:42])[c:20]4[cH:21][c:22]5[c:23]([cH:24][c:25]4[c:26](=[O:37])[c:27]3[c:28]([O:35][CH3:36])[cH:29][c:30]2[O:31][C:32]1([CH3:33])[CH3:34])[cH:38][cH:39][cH:40][cH:41]5)[CH2:12][OH:6]. Starting materials: C(C)(C)(C)C1=CC=C(C=C1)C=1S(C=C(C1O)C)=C=O (2-(4-tert-butylphenyl)-3-hydroxy-4-methyl-carbonylthiophene), [Si](C)(C)(C(C)(C)C)OCC1=C(C=C(C(=O)NN)C=C1)[N+](=O)[O-] (4-(tert-butyl-dimethylsilanyloxymethyl)-3-nitrobenzoic acid hydrazide), O.C1(=CC=C(C=C1)S(=O)(=O)O)C (p-toluenesulfonic acid monohydrate), C(C)(C)O (isopropanol). Yields the product C(C)(C)(C)C1=CC=C(C=C1)S1C=C(C(=C1)O)C(C)=NNC(C1=CC(=C(C=C1)CO)[N+](=O)[O-])=O (4-hydroxymethyl-3-nitrobenzoic acid {1-[S-(4-tert-butylphenyl)-4-hydroxythiophen-3-yl]-ethylidene}hydrazide). Isolated yield 73.0%. As a reaction SMILES: [C:1]([C:5]1[CH:10]=[CH:9][C:8](C2S(=C=O)C=C(C)C=2O)=[CH:7][CH:6]=1)([CH3:4])([CH3:3])[CH3:2].[Si]([O:27][CH2:28][C:29]1[CH:38]=[CH:37][C:32]([C:33]([NH:35][NH2:36])=[O:34])=[CH:31][C:30]=1[N+:39]([O-:41])=[O:40])(C(C)(C)C)(C)C.[OH2:42].[C:43]1([CH3:53])[CH:48]=[CH:47][C:46]([S:49](O)(=O)=O)=CC=1.[CH:54](O)(C)C>>[C:1]([C:5]1[CH:6]=[CH:7][C:8]([SH:49]2[CH:46]=[C:47]([OH:42])[C:48]([C:43](=[N:36][NH:35][C:33](=[O:34])[C:32]3[CH:37]=[CH:38][C:29]([CH2:28][OH:27])=[C:30]([N+:39]([O-:41])=[O:40])[CH:31]=3)[CH3:53])=[CH:54]2)=[CH:9][CH:10]=1)([CH3:2])([CH3:3])[CH3:4] |f:2.3|. Procedure: A solution of 2-(4-tert-butylphenyl)-3-hydroxy-4-methyl-carbonylthiophene (27.8 mg, 0.10 mmol), 4-(tert-butyl-dimethylsilanyloxymethyl)-3-nitrobenzoic acid hydrazide (34.9 mg, 0.11 mmol) and p-toluenesulfonic acid monohydrate (5.7 mg, 0.03 mmol) in isopropanol (1.0 mL) was stirred at 95° C. for 7 hours. The precipitated solid was collected by filtration and dried by means of a vacuum pump to give the desired product as yellow solid (34.8 mg, yield 73%). Reactants: NC1=C(CNCC)C=C(C=C1Br)C(=O)OC (2-amino-3-bromo-5-carbomethoxy-N-ethyl-benzylamine), Cl (hydrochloric acid). Run at temperature -15 celsius. The product is Cl.NC1=C(CNCC)C=C(C=C1Br)C(=O)O (2-Amino-3-bromo-5-carboxy-N-ethyl-benzylamine hydrochloride). RXN SMILES: [NH2:1][C:2]1[C:11]([Br:12])=[CH:10][C:9]([C:13]([O:15]C)=[O:14])=[CH:8][C:3]=1[CH2:4][NH:5][CH2:6][CH3:7].[ClH:17]>>[ClH:17].[NH2:1][C:2]1[C:11]([Br:12])=[CH:10][C:9]([C:13]([OH:15])=[O:14])=[CH:8][C:3]=1[CH2:4][NH:5][CH2:6][CH3:7] |f:2.3|. Reported procedure: 2.7 gm of 2-amino-3-bromo-5-carbomethoxy-N-ethyl-benzylamine were boiled for 35 minutes with 65 ml of 6 N hydrochloric acid. Thereafter, upon cooling the reaction solution to -15°C, N-ethyl-2-amino-3-bromo-5-carboxy-benzylamine hydrochloride crystallized out and was recrystallized from ethanol/ether, whereupon it had a melting point of 261°C (decomp.). Starting materials: CN=C=O (methyl isocyanate), NC1=NC2=CC=C(C=C2C(=N1)NCC1=CC2=C(C=C1)OCO2)Cl (2-amino-4-(3,4-methylenedioxybenzyl)amino-6-chloroquinazoline). Run in CS(=O)C (dimethyl sulfoxide). Reaction conditions: temperature 50 celsius, time 3 hour. Product: CNC(=O)NC1=NC2=CC=C(C=C2C(=N1)NCC1=CC2=C(C=C1)OCO2)Cl (2-(Methylcarbamoyl)amino-4-(3,4-methylenedioxybenzyl)amino-6-chloroquinazoline). Yield: 12.3%. As a reaction SMILES: [CH3:1][N:2]=[C:3]=[O:4].[NH2:5][C:6]1[N:15]=[C:14]([NH:16][CH2:17][C:18]2[CH:23]=[CH:22][C:21]3[O:24][CH2:25][O:26][C:20]=3[CH:19]=2)[C:13]2[C:8](=[CH:9][CH:10]=[C:11]([Cl:27])[CH:12]=2)[N:7]=1>CS(C)=O>[CH3:1][NH:2][C:3]([NH:5][C:6]1[N:15]=[C:14]([NH:16][CH2:17][C:18]2[CH:23]=[CH:22][C:21]3[O:24][CH2:25][O:26][C:20]=3[CH:19]=2)[C:13]2[C:8](=[CH:9][CH:10]=[C:11]([Cl:27])[CH:12]=2)[N:7]=1)=[O:4]. Procedure details: 4 ml of dimethyl sulfoxide and 260 mg of methyl isocyanate were added to 500 mg of 2-amino-4-(3,4-methylenedioxybenzyl)amino-6-chloroquinazoline. The obtained mixture was stirred at 50° C. for 3 hours and distilled under a reduced pressure to remove excess methyl isocyanate, followed by the addition of chloroform and water. The mixture thus obtained was filtered and the filtrate was extracted with chloroform twice. The organic layers were combined, washed with water twice, dried over magnesium s... Reactants: NC(C(OC=1C=C2C(=C(C(=NC2=CC1)CC(C)C)CNC(OC(C)(C)C)=O)C1=C(C=CC=C1)F)C)=O (tert-butyl [6-(2-amino-1-methyl-2-oxoethoxy)-4-(2-fluorophenyl)-2-isobutylquinolin-3-yl]methylcarbamate), solution, Cl (hydrogen chloride). The solvent is O1CCOCC1 (1,4-dioxane). Conditions: time 30 minute. The product is NCC=1C(=NC2=CC=C(C=C2C1C1=C(C=CC=C1)F)OC(C(=O)N)C)CC(C)C (2-{[3-(aminomethyl)-4-(2-fluorophenyl)-2-isobutylquinolin-6-yl]oxy}propanamide). The yield is 73.8%. Reaction SMILES: [NH2:1][C:2](=[O:36])[CH:3]([CH3:35])[O:4][C:5]1[CH:6]=[C:7]2[C:12](=[CH:13][CH:14]=1)[N:11]=[C:10]([CH2:15][CH:16]([CH3:18])[CH3:17])[C:9]([CH2:19][NH:20]C(=O)OC(C)(C)C)=[C:8]2[C:28]1[CH:33]=[CH:32][CH:31]=[CH:30][C:29]=1[F:34].Cl>O1CCOCC1>[NH2:20][CH2:19][C:9]1[C:10]([CH2:15][CH:16]([CH3:18])[CH3:17])=[N:11][C:12]2[C:7]([C:8]=1[C:28]1[CH:33]=[CH:32][CH:31]=[CH:30][C:29]=1[F:34])=[CH:6][C:5]([O:4][CH:3]([CH3:35])[C:2]([NH2:1])=[O:36])=[CH:14][CH:13]=2. Reported procedure: To tert-butyl [6-(2-amino-1-methyl-2-oxoethoxy)-4-(2-fluorophenyl)-2-isobutylquinolin-3-yl]methylcarbamate (0.12 g, 0.24 mmol) was added 4N solution of hydrogen chloride in 1,4-dioxane (5 ml) and the mixture was stirred at room temperature for 30 min. The reaction mixture was partitioned between ethyl acetate-isopropanol (4:1, 125 ml) and 10% aqueous potassium carbonate solution (100 ml). The organic layer was dried over anhydrous magnesium sulfate, and the solvent was evaporated under reduced p... Product: COc1ccc(-n2cc(Cl)cn2)c(C=O)c1. Reactants: CS(C)=O, Clc1cn[nH]c1, COc1ccc(F)c(C=O)c1, [K+], [K+], O=C([O-])[O-], O. As a reaction SMILES: [CH3:24][S:25]([CH3:26])=[O:27].[Cl:12][c:13]1[cH:14][n:15][nH:16][cH:17]1.[F:1][c:2]1[c:3]([CH:4]=[O:5])[cH:6][c:7]([O:10][CH3:11])[cH:8][cH:9]1.[K+:18].[K+:19].[O-:20][C:21]([O-:22])=[O:23].[OH2:28]>>[c:2]1(-[n:16]2[n:15][cH:14][c:13]([Cl:12])[cH:17]2)[c:3]([CH:4]=[O:5])[cH:6][c:7]([O:10][CH3:11])[cH:8][cH:9]1. Reactants: [BH3-]C#N.[Na+] (NaBH3CN), NC1=C2C(=NC=3N1N=CC3C=3C=NC(=CC3)C3=CC=CC=C3)C(CC2)=O (8-amino-3-(6-phenylpyridin-3-yl)-6,7-dihydro-5H-cyclopenta[d]pyrazolo[1,5-a]pyrimidin-5-one), O1CCC(CC1)N (tetrahydro-2H-pyran-4-amine), CC(=O)O (HOAc). Run in CCO (EtOH). Reaction conditions: time 15 minute. Product: C1(=CC=CC=C1)C1=CC=C(C=N1)C=1C=NN2C1N=C1C(=C2N)CCC1NC1CCOCC1 (3-(6-phenylpyridin-3-yl)-N5-(tetrahydro-2H-pyran-4-yl)-6,7-dihydro-5H-cyclopenta[d]pyrazolo[1,5-a]pyrimidine-5,8-diamine). As a reaction SMILES: [NH2:1][C:2]1[N:7]2[N:8]=[CH:9][C:10]([C:11]3[CH:12]=[N:13][C:14]([C:17]4[CH:22]=[CH:21][CH:20]=[CH:19][CH:18]=4)=[CH:15][CH:16]=3)=[C:6]2[N:5]=[C:4]2[C:23](=O)[CH2:24][CH2:25][C:3]=12.[O:27]1[CH2:32][CH2:31][CH:30]([NH2:33])[CH2:29][CH2:28]1.CC(O)=O.[BH3-]C#N.[Na+]>CCO>[C:17]1([C:14]2[N:13]=[CH:12][C:11]([C:10]3[CH:9]=[N:8][N:7]4[C:2]([NH2:1])=[C:3]5[CH2:25][CH2:24][CH:23]([NH:33][CH:30]6[CH2:31][CH2:32][O:27][CH2:28][CH2:29]6)[C:4]5=[N:5][C:6]=34)=[CH:16][CH:15]=2)[CH:18]=[CH:19][CH:20]=[CH:21][CH:22]=1 |f:3.4|. Procedure details: A mixture of 8-amino-3-(6-phenylpyridin-3-yl)-6,7-dihydro-5H-cyclopenta[d]pyrazolo[1,5-a]pyrimidin-5-one (61.5 mg, 0.18 mmol), tetrahydro-2H-pyran-4-amine (100 uL), HOAc (100 uL) in EtOH (2 mL) was stirred at room temperature for 15 min. NaBH3CN (56.7 mg, 0.90 mmol) was added and the reaction was stirred overnight. Purification with prep-LC provided 3-(6-phenylpyridin-3-yl)-N5-(tetrahydro-2H-pyran-4-yl)-6,7-dihydro-5H-cyclopenta[d]pyrazolo[1,5-a]pyrimidine-5,8-diamine: LCMS tR=2.35 Min (10 min r... Reactants: [Na] (sodium), CO (methanol), COC=1C(=[N+](C(=CC1)[N+](=O)[O-])[O-])C (3-methoxy-2-methyl-6-nitropyridine N-oxide). Product: COC=1C(=[N+](C(=CC1)OC)[O-])C (3,6-Dimethoxy-2-methylpyridine N-oxide). RXN SMILES: [Na].[CH3:2][O:3][C:4]1[C:5]([CH3:14])=[N+:6]([O-:13])[C:7]([N+]([O-])=O)=[CH:8][CH:9]=1.[CH3:15][OH:16]>>[CH3:2][O:3][C:4]1[C:5]([CH3:14])=[N+:6]([O-:13])[C:7]([O:16][CH3:15])=[CH:8][CH:9]=1 |^1:0|. Procedure details: 1.15 g (50 mmol) of sodium were dissolved in 100 ml of anhydrous methanol, and after that 7.4 g (40 mmol) of 3-methoxy-2-methyl-6-nitropyridine N-oxide were added at 20° C. and while stirring. The mixture was then heated to reflux for 3 h and, after having been cooled down, concentrated in vacuo; the residue was taken up in water and this mixture was extracted with dichloromethane; the organic phase was dried and concentrated and the residue was crystallized using diisopropyl ether. 7 g of produ... Reactants: NC1C(N(C2=C(C(=N1)C1=CC=CC=C1)C=CC=C2)C)=O (3(R,S)-amino-1,3-dihydro-1-methyl-5-phenyl-2H-1,4-benzodiazepin-2-one), C1(=CC=CC=C1)N=C=S (Phenylisothiocyanate). Solvent: O1CCCC1 (tetrahydrofuran). Run at time 8 hour. The product is CN1C(C(N=C(C2=C1C=CC=C2)C2=CC=CC=C2)NC(=S)NC2=CC=CC=C2)=O (N-(2,3-Dihydro-1-methyl-2-oxo-5-phenyl-1H-1,4-benzodiazepin-3-yl)-N'-phenylthiourea). As a reaction SMILES: [NH2:1][CH:2]1[N:8]=[C:7]([C:9]2[CH:14]=[CH:13][CH:12]=[CH:11][CH:10]=2)[C:6]2[CH:15]=[CH:16][CH:17]=[CH:18][C:5]=2[N:4]([CH3:19])[C:3]1=[O:20].[C:21]1([N:27]=[C:28]=[S:29])[CH:26]=[CH:25][CH:24]=[CH:23][CH:22]=1>O1CCCC1>[CH3:19][N:4]1[C:5]2[CH:18]=[CH:17][CH:16]=[CH:15][C:6]=2[C:7]([C:9]2[CH:14]=[CH:13][CH:12]=[CH:11][CH:10]=2)=[N:8][CH:2]([NH:1][C:28]([NH:27][C:21]2[CH:26]=[CH:25][CH:24]=[CH:23][CH:22]=2)=[S:29])[C:3]1=[O:20]. Reported procedure: Equimolar amounts of 3(R,S)-amino-1,3-dihydro-1-methyl-5-phenyl-2H-1,4-benzodiazepin-2-one and Phenylisothiocyanate were mixed in 8 ml of dry tetrahydrofuran at room temperature. The reaction mixture was allowed to stand for 8 hours and was then filtered. The collected solids were washed with tetrahydrofuran and dried in vacuo over P2O5 to give the analytical product: m.p. 209°-211° C.